The task is: describe an organic reaction: reactants, conditions, products, and yield. This data is from the Open Reaction Database (ORD), a public repository of structured organic reaction records. The reactants are CCOC(=O)C1(NC(=O)c2ccc(C)cc2C=C(C)C)Cc2ccccc2C1, CCO, [K+], [OH-], O. The product is CC(C)=Cc1cc(C)ccc1C(=O)NC1(C(=O)O)Cc2ccccc2C1. Reaction SMILES: [CH2:1]([CH3:2])[O:3][C:4](=[O:5])[C:6]1([NH:15][C:16]([c:17]2[c:18]([CH:24]=[C:25]([CH3:26])[CH3:27])[cH:19][c:20]([CH3:23])[cH:21][cH:22]2)=[O:28])[CH2:7][c:8]2[cH:9][cH:10][cH:11][cH:12][c:13]2[CH2:14]1.[CH3:32][CH2:33][OH:34].[K+:30].[OH-:29].[OH2:31]>>[O:3]=[C:4]([OH:5])[C:6]1([NH:15][C:16]([c:17]2[c:18]([CH:24]=[C:25]([CH3:26])[CH3:27])[cH:19][c:20]([CH3:23])[cH:21][cH:22]2)=[O:28])[CH2:7][c:8]2[cH:9][cH:10][cH:11][cH:12][c:13]2[CH2:14]1.